The task is: describe an organic reaction: reactants, conditions, products, and yield. This data is from the Open Reaction Database (ORD), a public repository of structured organic reaction records. Run at time 8 hour. Yields the product COC=1C=C(C(=O)OC)C=CC1CN1CCCC1 (Methyl 3-Methoxy-4-[(1-pyrrolidinyl)methyl]benzoate), EtOAc(100-95%) Et3N(0-5%). The solvent is C1CCOC1 (THF). Reported procedure: Methyl 4-bromomethyl-3-methoxybenzoate (1.0 g; 3.9 mmol) (Part D) was dissolved in THF (10 mL) and pyrrolidine (1.3 mL; 15.4 mmol) was added at room temperature. The mixture was stirred overnight at room temperature, then poured into 50 mL of water. Extraction was carried out with EtOAc (4×25 mL). The combined organics were washed with brine and dried by passage through sodium sulfate. The title compound was isolated (0.92 g; 96% yield) by flash chromatography on silica gel eluting with EtOAc(10... Reactants: BrCC1=C(C=C(C(=O)OC)C=C1)OC (Methyl 4-bromomethyl-3-methoxybenzoate), O (water), N1CCCC1 (pyrrolidine). Isolated yield 96.0%. As a reaction SMILES: Br[CH2:2][C:3]1[CH:12]=[CH:11][C:6]([C:7]([O:9][CH3:10])=[O:8])=[CH:5][C:4]=1[O:13][CH3:14].[NH:15]1[CH2:19][CH2:18][CH2:17][CH2:16]1.O>C1COCC1>[CH3:14][O:13][C:4]1[CH:5]=[C:6]([CH:11]=[CH:12][C:3]=1[CH2:2][N:15]1[CH2:19][CH2:18][CH2:17][CH2:16]1)[C:7]([O:9][CH3:10])=[O:8].